From a dataset of the Open Reaction Database (ORD), a public repository of structured organic reaction records. describe an organic reaction: reactants, conditions, products, and yield Starting materials: CC1=NC=2N(C=C1)N=C(N2)S(=O)(=O)NC2=C(C=CC=C2Cl)Cl (5-methyl-N-(2,6-dichlorophenyl)-1,2,4-triazolo[1,5-a]pyrimidine-2-sulfonamide), C(=O)([O-])[O-].[K+].[K+] (K2CO3), C(C1=CC=CC=C1)(=O)Cl (benzoyl chloride). Run in CC(=O)C (acetone), CC(=O)C (acetone). The product is CC1=NC=2N(C=C1)N=C(N2)S(=O)(=O)N(C2=C(C=CC=C2Cl)Cl)C(C2=CC=CC=C2)=O (5-methyl-N-benzoyl-N-(2,6-dichlorophenyl)-1,2,4-triazolo[1,5-a]-pyrimidine-2-sulfonamide). The yield is 71.1%. As a reaction SMILES: [CH3:1][C:2]1[CH:7]=[CH:6][N:5]2[N:8]=[C:9]([S:11]([NH:14][C:15]3[C:20]([Cl:21])=[CH:19][CH:18]=[CH:17][C:16]=3[Cl:22])(=[O:13])=[O:12])[N:10]=[C:4]2[N:3]=1.C([O-])([O-])=O.[K+].[K+].[C:29](Cl)(=[O:36])[C:30]1[CH:35]=[CH:34][CH:33]=[CH:32][CH:31]=1>CC(C)=O>[CH3:1][C:2]1[CH:7]=[CH:6][N:5]2[N:8]=[C:9]([S:11]([N:14]([C:29](=[O:36])[C:30]3[CH:35]=[CH:34][CH:33]=[CH:32][CH:31]=3)[C:15]3[C:16]([Cl:22])=[CH:17][CH:18]=[CH:19][C:20]=3[Cl:21])(=[O:13])=[O:12])[N:10]=[C:4]2[N:3]=1 |f:1.2.3|. Reported procedure: A mixture of 3.00 g (8.37 mmol) of 5-methyl-N-(2,6-dichlorophenyl)-1,2,4-triazolo[1,5-a]pyrimidine-2-sulfonamide and 1.16 g (8.37 mmol) of anhydrous powdered K2CO3 in 100 ml of acetone was heated at reflux for 30 minutes. A solution of 1.18 g (8.37 mmol) of benzoyl chloride in 10 ml of acetone was added, and the reaction was heated at reflux for 115 min. The reaction was filtered, and the filtrate was evaporated at reduced pressure. The solid residue was collected by filtration, washed thoroughl... Reactants: ClC(=O)OC=C (vinyl chloroformate), N#N (N2), OCCCC[Si](O[Si](CCCCO)(C)C)(C)C (1,3-bis(4-hydroxybutyl) tetramethyl disiloxane), N1=CC=CC=C1 (pyridine). Solvent: C(C)#N (acetonitrile), C(Cl)Cl (methylene chloride), C(Cl)Cl (methylene chloride). Run at time 4 hour. The product is C(OC=C)(O)=O.OCCCC[Si](O[Si](CCCCO)(C)C)(C)C (1,3-bis(4-hydroxybutyl)tetramethyl disiloxane monovinyl carbonate). RXN SMILES: N#N.[OH:3][CH2:4][CH2:5][CH2:6][CH2:7][Si:8]([CH3:19])([CH3:18])[O:9][Si:10]([CH3:17])([CH3:16])[CH2:11][CH2:12][CH2:13][CH2:14][OH:15].N1C=CC=CC=1.Cl[C:27]([O:29]C=C)=[O:28]>C(Cl)Cl.C(#N)C>[C:27](=[O:28])([OH:29])[O:15][CH:14]=[CH2:13].[OH:15][CH2:14][CH2:13][CH2:12][CH2:11][Si:10]([CH3:17])([CH3:16])[O:9][Si:8]([CH3:18])([CH3:19])[CH2:7][CH2:6][CH2:5][CH2:4][OH:3] |f:6.7|. Procedure: A 500 ml 3-neck , round bottom flask equipped with a reflux condenser, a mechanical stirrer, a thermometer, a dropping funnel and a N2 blanket, is charged with 69.5 g (0.25 mole) of 1,3-bis(4-hydroxybutyl) tetramethyl disiloxane (Silar Lab.), pyridine, 19.5 g and 300 ml of methylene chloride. The contents are cooled down to between 0 and 5 degrees C. by an ice bath. Through the dropping funnel 25.3 g (0.25 mole) of vinyl chloroformate in 50 ml of methylene chloride is added dropwise into the fla... Reactants: OCCC#Cc1ccc2c(-c3ccc(Br)cc3)nsc2c1, CS(=O)(=O)O, CN(C)c1ccncc1, [Cl-], ClCCl, [K+], O, O=S(=O)([O-])O, c1ccncc1. Product: CS(=O)(=O)OCCC#Cc1ccc2c(-c3ccc(Br)cc3)nsc2c1. RXN SMILES: [Br:1][c:2]1[cH:3][cH:4][c:5](-[c:8]2[n:9][s:10][c:11]3[c:12]2[cH:13][cH:14][c:15]([C:17]#[C:18][CH2:19][CH2:20][OH:21])[cH:16]3)[cH:6][cH:7]1.[CH3:23][S:24](=[O:25])(=[O:26])[OH:27].[CH3:43][N:44]([c:45]1[cH:46][cH:47][n:48][cH:49][cH:50]1)[CH3:51].[Cl-:22].[Cl:40][CH2:41][Cl:42].[K+:39].[OH2:52].[S:34](=[O:35])(=[O:36])([OH:37])[O-:38].[cH:28]1[cH:29][cH:30][n:31][cH:32][cH:33]1>>[Br:1][c:2]1[cH:3][cH:4][c:5](-[c:8]2[n:9][s:10][c:11]3[c:12]2[cH:13][cH:14][c:15]([C:17]#[C:18][CH2:19][CH2:20][O:21][S:24]([CH3:23])(=[O:25])=[O:26])[cH:16]3)[cH:6][cH:7]1. The reactants are N1(CCCCC1)CCCOC1=CC=C(C(=O)OC)C=C1 (methyl 4-(3-piperidin-1-ylpropoxy)benzoate), aqueous solution, [OH-].[Na+] (sodium hydroxide), Cl (hydrochloric acid). Run in C(C)O (ethanol), C(C)O.O (ethanol water). Run at temperature 28 celsius, time 8 hour. The product is N1(CCCCC1)CCCOC1=CC=C(C(=O)O)C=C1 (4-(3-piperidin-1-ylpropoxy)benzoic acid). Reaction SMILES: [N:1]1([CH2:7][CH2:8][CH2:9][O:10][C:11]2[CH:20]=[CH:19][C:14]([C:15]([O:17]C)=[O:16])=[CH:13][CH:12]=2)[CH2:6][CH2:5][CH2:4][CH2:3][CH2:2]1.[OH-].[Na+].Cl>C(O)C.C(O)C.O>[N:1]1([CH2:7][CH2:8][CH2:9][O:10][C:11]2[CH:12]=[CH:13][C:14]([C:15]([OH:17])=[O:16])=[CH:19][CH:20]=2)[CH2:2][CH2:3][CH2:4][CH2:5][CH2:6]1 |f:1.2,5.6|. Procedure details: To methyl 4-(3-piperidin-1-ylpropoxy)benzoate ax15 (4.41 g, 15.9 mmol, 1 eq) in ethanol (160 ml) is added a 5 N aqueous solution of sodium hydroxide (9.54 ml, 47.7 mmol, 3 eq) and the mixture is stirred at 60° C. for 4 h and at 28° C. overnight. The mixture is concentrated under vacuum to give a white solid, which is then dissolved in a 1:1 mixture of ethanol/water (100 ml). A solution of 5 N aqueous hydrochloric acid is then added until the pH of the mixture reaches 2-3. The ethanol is then eva... The reactants are C1CCOC1, Cl, CCOC(=O)CCNC(=O)c1ccc(OC(CC)c2ccc(-c3ccc(C(F)(F)F)cc3)cc2)cc1, [Na+], [OH-]. The product is CCC(Oc1ccc(C(=O)NCCC(=O)O)cc1)c1ccc(-c2ccc(C(F)(F)F)cc2)cc1. Reaction SMILES: [CH2:40]1[O:41][CH2:42][CH2:43][CH2:44]1.[ClH:39].[F:1][C:2]([c:3]1[cH:4][cH:5][c:6](-[c:9]2[cH:10][cH:11][c:12]([CH:15]([CH2:16][CH3:17])[O:18][c:19]3[cH:20][cH:21][c:22]([C:23](=[O:24])[NH:25][CH2:26][CH2:27][C:28](=[O:29])[O:30][CH2:31][CH3:32])[cH:33][cH:34]3)[cH:13][cH:14]2)[cH:7][cH:8]1)([F:35])[F:36].[Na+:38].[OH-:37]>>[F:1][C:2]([c:3]1[cH:4][cH:5][c:6](-[c:9]2[cH:10][cH:11][c:12]([CH:15]([CH2:16][CH3:17])[O:18][c:19]3[cH:20][cH:21][c:22]([C:23](=[O:24])[NH:25][CH2:26][CH2:27][C:28](=[O:29])[OH:30])[cH:33][cH:34]3)[cH:13][cH:14]2)[cH:7][cH:8]1)([F:35])[F:36]. The reactants are ClCC1=CC(=NC2=CC=CC=C12)C (4-chloromethyl-2-methyl-quinoline), C([O-])([O-])=O.[Cs+].[Cs+] (cesium carbonate), C(C)OC(C(C(=O)C1=CC=C(C=C1)O)(C)C)=O (3-(4-hydroxy-phenyl)-2,2-dimethyl-3-oxo-propionic acid ethyl ester). Run in CS(=O)C (DMSO). Reaction conditions: time 24 hour. Product: C(C)OC(C(C(=O)C1=CC=C(C=C1)OCC1=CC(=NC2=CC=CC=C12)C)(C)C)=O (2,2-dimethyl-3-[4-(2-methyl-quinolin-4-ylmethoxy)-phenyl]-3-oxo-propionic acid ethyl ester). Isolated yield 68.2%. RXN SMILES: [CH2:1]([O:3][C:4](=[O:17])[C:5]([CH3:16])([CH3:15])[C:6]([C:8]1[CH:13]=[CH:12][C:11]([OH:14])=[CH:10][CH:9]=1)=[O:7])[CH3:2].Cl[CH2:19][C:20]1[C:29]2[C:24](=[CH:25][CH:26]=[CH:27][CH:28]=2)[N:23]=[C:22]([CH3:30])[CH:21]=1.C(=O)([O-])[O-].[Cs+].[Cs+]>CS(C)=O>[CH2:1]([O:3][C:4](=[O:17])[C:5]([CH3:16])([CH3:15])[C:6]([C:8]1[CH:9]=[CH:10][C:11]([O:14][CH2:19][C:20]2[C:29]3[C:24](=[CH:25][CH:26]=[CH:27][CH:28]=3)[N:23]=[C:22]([CH3:30])[CH:21]=2)=[CH:12][CH:13]=1)=[O:7])[CH3:2] |f:2.3.4|. Procedure details: The 3-(4-hydroxy-phenyl)-2,2-dimethyl-3-oxo-propionic acid ethyl ester (0.72 g, 3.07 mmol) was combined with 4-chloromethyl-2-methyl-quinoline (0.69 g, 3.07 mmol) and cesium carbonate (12.0 mmol) in DMSO under nitrogen at room temperature. The reaction was stirred for 24 h, filtered to remove the solids, and partitioned between ethyl acetate and water. The organic layer was washed with brine, dried over magnesium sulfate, and concentrated to give 2,2-dimethyl-3-[4-(2-methyl-quinolin-4-ylmethoxy)... Starting materials: ClC=1N=C(C(N(C1)C[C@@H](OC)C1CC1)=O)NC=1C(=NC(=C(C1)C)OC)C ((S)-5-chloro-1-(cyclopropyl-2-methoxyethyl)-3-(6-methoxy-2,5-dimethylpyridin-3-ylamino)pyrazin-2(1H)-one), B(Br)(Br)Br (BBr3). Solvent: C(Cl)Cl (CH2Cl2). Run at temperature -40 celsius, time 45 minute. Product: ClC=1N=C(C(N(C1)C[C@@H](O)C1CC1)=O)NC=1C(=NC(=C(C1)C)OC)C ((S)-5-chloro-1-(cyclopropyl-2-hydroxyethyl)-3-(6-methoxy-2,5-dimethylpyridin-3-ylamino)pyrazin-2(1H)-one). Yield: 93.7%. As a reaction SMILES: [Cl:1][C:2]1[N:3]=[C:4]([NH:16][C:17]2[C:18]([CH3:26])=[N:19][C:20]([O:24][CH3:25])=[C:21]([CH3:23])[CH:22]=2)[C:5](=[O:15])[N:6]([CH2:8][C@H:9]([CH:12]2[CH2:14][CH2:13]2)[O:10]C)[CH:7]=1.B(Br)(Br)Br>C(Cl)Cl>[Cl:1][C:2]1[N:3]=[C:4]([NH:16][C:17]2[C:18]([CH3:26])=[N:19][C:20]([O:24][CH3:25])=[C:21]([CH3:23])[CH:22]=2)[C:5](=[O:15])[N:6]([CH2:8][C@H:9]([CH:12]2[CH2:14][CH2:13]2)[OH:10])[CH:7]=1. Reported procedure: A solution of (S)-5-chloro-1-(cyclopropyl-2-methoxyethyl)-3-(6-methoxy-2,5-dimethylpyridin-3-ylamino)pyrazin-2(1H)-one (1.72 g, 4.39 mmol) from Part L in CH2Cl2 (50 mL) at −78° C. was treated with BBr3 (9.65 mL, 9.65 mmol, 1 M in CH2Cl2) dropwise via syringe. After the addition was complete, the reaction mixture was allowed to warm to −40° C., and was stirred at −40 to −35° C. for 45 min. The reaction was quenched by the addition of saturated aqueous NaHCO3. The mixture was then transferred to a... The reactants are C[C@H]1CC[C@H](CC1)NC1=NC=C(C(=N1)OCC1CN(C1)C(=O)OC(C)(C)C)C1=CC=C(C=C1)N1CCOCC1 (tert-butyl 3-((2-(cis-4-methylcyclohexylamino)-5-(4-morpholinophenyl)pyrimidin-4-yloxy)methyl)azetidine-1-carboxylate), C(=O)(C(F)(F)F)O (TFA). The product is N1CC(C1)COC1=NC(=NC=C1C1=CC=C(C=C1)N1CCOCC1)N[C@@H]1CC[C@@H](CC1)C (4-((azetidin-3-yl)methoxy)-N-(cis-4-methylcyclohexyl)-5-(4-morpholinophenyl)pyrimidin-2-amine). As a reaction SMILES: [CH3:1][C@@H:2]1[CH2:7][CH2:6][C@H:5]([NH:8][C:9]2[N:14]=[C:13]([O:15][CH2:16][CH:17]3[CH2:20][N:19](C(OC(C)(C)C)=O)[CH2:18]3)[C:12]([C:28]3[CH:33]=[CH:32][C:31]([N:34]4[CH2:39][CH2:38][O:37][CH2:36][CH2:35]4)=[CH:30][CH:29]=3)=[CH:11][N:10]=2)[CH2:4][CH2:3]1.C(O)(C(F)(F)F)=O>>[NH:19]1[CH2:18][CH:17]([CH2:16][O:15][C:13]2[C:12]([C:28]3[CH:29]=[CH:30][C:31]([N:34]4[CH2:35][CH2:36][O:37][CH2:38][CH2:39]4)=[CH:32][CH:33]=3)=[CH:11][N:10]=[C:9]([NH:8][C@H:5]3[CH2:6][CH2:7][C@@H:2]([CH3:1])[CH2:3][CH2:4]3)[N:14]=2)[CH2:20]1. Procedure details: Using the procedure of Example 1 Step 4, tert-butyl 3-((2-(cis-4-methylcyclohexylamino)-5-(4-morpholinophenyl)pyrimidin-4-yloxy)methyl)azetidine-1-carboxylate was deprotected by TFA to provide the title compound at quantitative yield. 1H NMR (CDCl3, 400 MHz) 8.02 (s, 1H), 7.32 (d, 2H), 6.87 (d, 2H), 5.24 (sb, 1H), 4.42 (d, 2H), 4.05 (m, 1H), 3.82-3.80 (m, 4H), 3.65 (m, 2H), 3.50 (m, 2H), 3.14-3.11 (m, 4H), 3.05 (bs 1H), 3.03-2.97 (m, 1H), 1.79-1.48 (m, 6H), 1.23-1.18 (m, 3H), 0.88 (d, 3H); MS (E... The reactants are OC=C1C(N(C2=CC(=C(C=C2C1=O)OC)OC)C(=O)OCC)C (3-hydroxymethylene-6,7-dimethoxy-2-methyl-4-oxo-1,2,3,4-tetrahydro-1-quinoline carboxylic acid, ethyl ester), O(C1=CC=CC=C1)CCN (phenoxyethylamine). Solvent: C1=CC=CC=C1 (benzene). Conditions: time 8 hour. The product is O(C1=CC=CC=C1)CCNC=C1C(N(C2=CC(=C(C=C2C1=O)OC)OC)C(=O)OCC)C (3-Phenoxyethylaminomethylene-6,7-dimethoxy-2-methyl-4-oxo-1,2,3,4-tetrahydro-1-quinoline carboxylic acid, ethyl ester). Reaction SMILES: O[CH:2]=[C:3]1[C:12](=[O:13])[C:11]2[C:6](=[CH:7][C:8]([O:16][CH3:17])=[C:9]([O:14][CH3:15])[CH:10]=2)[N:5]([C:18]([O:20][CH2:21][CH3:22])=[O:19])[CH:4]1[CH3:23].[O:24]([CH2:31][CH2:32][NH2:33])[C:25]1[CH:30]=[CH:29][CH:28]=[CH:27][CH:26]=1>C1C=CC=CC=1>[O:24]([CH2:31][CH2:32][NH:33][CH:2]=[C:3]1[C:12](=[O:13])[C:11]2[C:6](=[CH:7][C:8]([O:16][CH3:17])=[C:9]([O:14][CH3:15])[CH:10]=2)[N:5]([C:18]([O:20][CH2:21][CH3:22])=[O:19])[CH:4]1[CH3:23])[C:25]1[CH:30]=[CH:29][CH:28]=[CH:27][CH:26]=1. Reported procedure: A solution of 1.6 g. of 3-hydroxymethylene-6,7-dimethoxy-2-methyl-4-oxo-1,2,3,4-tetrahydro-1-quinoline carboxylic acid, ethyl ester and 685 mg. of phenoxyethylamine in 15 ml. of benzene is allowed to stir overnight at room temperature. The reaction is concentrated to an oil and partitioned between 50 ml. of chloroform and 50 ml. of 1N aqueous sodium hdyroxide. The chloroform layer is separated, dried over magnesium sulfate and concentrated to give 1.9 g. of the desired product as a foam.